From a dataset of the Open Reaction Database (ORD), a public repository of structured organic reaction records. describe an organic reaction: reactants, conditions, products, and yield The reactants are C1(=CC(=CC=C1)S)C (m-toluenethiol), C(C=C)#N (acrylonitrile), C[O-].[Na+] (sodium methoxide). Product: CC=1C=C(C=CC1)SCCC#N (β-(3-Methylphenyl)mercaptopropionitrile). RXN SMILES: [C:1]1([CH3:8])[CH:6]=[CH:5][CH:4]=[C:3]([SH:7])[CH:2]=1.[C:9](#[N:12])[CH:10]=[CH2:11].C[O-].[Na+]>>[CH3:8][C:1]1[CH:2]=[C:3]([S:7][CH2:11][CH2:10][C:9]#[N:12])[CH:4]=[CH:5][CH:6]=1 |f:2.3|. Reported procedure: β-(3-Methylphenyl)mercaptopropionitrile was prepared according to the procedure of Example 1 using m-toluenethiol (20.0 g; 0.16 moles), acrylonitrile (8.6 g; 0.16 moles) and sodium methoxide (0.5 g). Reactants: BrC1=CC=C(C=C1)CBr (1-Bromo-4-(bromomethyl)benzene), N1C=NC2=C1C=CC=C2 (1H-benzo[d]imidazole), [OH-].[K+] (potassium hydroxide), C([O-])([O-])=O.[K+].[K+] (potassium carbonate). Reagents/catalysts: [Br-].C(CCC)[N+](CCCC)(CCCC)CCCC (tetrabutylammonium bromide). The solvent is xylenes. Conditions: temperature 139 celsius. Yields the product BrC1=CC=C(CN2C=NC3=C2C=CC=C3)C=C1 (1-(4-Bromobenzyl)-1H-benzo[d]imidazole). Isolated yield 41.5%. Reaction SMILES: [Br:1][C:2]1[CH:7]=[CH:6][C:5]([CH2:8]Br)=[CH:4][CH:3]=1.[NH:10]1[C:14]2[CH:15]=[CH:16][CH:17]=[CH:18][C:13]=2[N:12]=[CH:11]1.[OH-].[K+].C(=O)([O-])[O-].[K+].[K+]>[Br-].C([N+](CCCC)(CCCC)CCCC)CCC>[Br:1][C:2]1[CH:7]=[CH:6][C:5]([CH2:8][N:10]2[C:14]3[CH:15]=[CH:16][CH:17]=[CH:18][C:13]=3[N:12]=[CH:11]2)=[CH:4][CH:3]=1 |f:2.3,4.5.6,7.8|. Procedure: 1-Bromo-4-(bromomethyl)benzene (2.50 g, 10 mmol), 1H-benzo[d]imidazole (1.181 g, 10.0 mmol), potassium hydroxide (0.561 g, 10.0 mmol), potassium carbonate (1.382 g, 10.0 mmol) and tetrabutylammonium bromide (0.161 g, 0.5 mmol) was mixed in xylenes (60 mL). The reaction mixture was heated at 139° C. overnight. The hot reaction mixture was filtered and washed with hot xylenes. The solvent was evaporated and the residue was purified by flash column chromatography using dichloromethane/methanol (95:... Reactants: BrCCBr, COC(=O)C(I)=CC1CCCC1, C[Si](C)(C)Cl, O=C(C=Cc1ccccc1)C=Cc1ccccc1, O=C(C=Cc1ccccc1)C=Cc1ccccc1, [Cl-], Cc1nnnn1-c1ccc(I)cc1Cl, [NH4+], C1CCOC1, [Pd], [Zn], c1ccc(P(c2ccccc2)c2ccccc2)cc1. The product is COC(=O)C(=CC1CCCC1)c1ccc(-n2nnnc2C)c(Cl)c1. Reaction SMILES: [Br:1][CH2:2][CH2:3][Br:4].[CH3:10][O:11][C:12]([C:13](=[CH:14][CH:15]1[CH2:16][CH2:17][CH2:18][CH2:19]1)[I:20])=[O:21].[CH3:5][Si:6]([Cl:7])([CH3:8])[CH3:9].[CH:64](=[CH:65][C:66]([CH:67]=[CH:68][c:69]1[cH:70][cH:71][cH:72][cH:73][cH:74]1)=[O:75])[c:76]1[cH:77][cH:78][cH:79][cH:80][cH:81]1.[CH:82](=[CH:83][C:84]([CH:85]=[CH:86][c:87]1[cH:88][cH:89][cH:90][cH:91][cH:92]1)=[O:93])[c:94]1[cH:95][cH:96][cH:97][cH:98][cH:99]1.[Cl-:55].[Cl:41][c:42]1[c:43](-[n:49]2[n:50][n:51][n:52][c:53]2[CH3:54])[cH:44][cH:45][c:46]([I:48])[cH:47]1.[NH4+:56].[O:57]1[CH2:58][CH2:59][CH2:60][CH2:61]1.[Pd:63].[Zn:62].[c:22]1([P:23]([c:24]2[cH:25][cH:26][cH:27][cH:28][cH:29]2)[c:30]2[cH:31][cH:32][cH:33][cH:34][cH:35]2)[cH:36][cH:37][cH:38][cH:39][cH:40]1>>[CH3:10][O:11][C:12]([C:13](=[CH:14][CH:15]1[CH2:16][CH2:17][CH2:18][CH2:19]1)[c:46]1[cH:45][cH:44][c:43](-[n:49]2[n:50][n:51][n:52][c:53]2[CH3:54])[c:42]([Cl:41])[cH:47]1)=[O:21]. RXN SMILES: [CH3:1][O:2][c:3]1[cH:4][cH:5][c:6]([C:7](=[O:8])[NH:9][c:10]2[c:11]3[n:12][cH:13][n:14]([CH2:19][C:20](=[O:21])[O:22][C:23]([CH3:24])([CH3:25])[CH3:26])[c:15]3[n:16][cH:17][n:18]2)[cH:27][cH:28]1.[Cl:36][CH2:37][Cl:38].[F:29][C:30]([F:31])([F:32])[C:33]([OH:34])=[O:35]>>[CH3:1][O:2][c:3]1[cH:4][cH:5][c:6]([C:7](=[O:8])[NH:9][c:10]2[c:11]3[n:12][cH:13][n:14]([CH:19]=[C:20]=[O:21])[c:15]3[n:16][cH:17][n:18]2)[cH:27][cH:28]1. Starting materials: COc1ccc(C(=O)Nc2ncnc3c2ncn3CC(=O)OC(C)(C)C)cc1, ClCCl, O=C(O)C(F)(F)F. Product: COc1ccc(C(=O)Nc2ncnc3c2ncn3C=C=O)cc1. The reactants are N1(CCCCC1)C1=CC=C(C=C1)C=1C=CC2=C(C=C(CCC2)C(=O)NC2=CC=C(C=C2)CN(C)C2CCOCC2)C1 (2-(4-piperidinophenyl)-N-(4-((N-tetrahydropyran-4-yl-N-methylamino)methyl)phenyl)-6,7-dihydro-5 H-benzocycloheptene-8-carboxamide), CI (methyl iodide). Run in CN(C=O)C (dimethylformamide). Product: [I-].C[N+](C1CCOCC1)(CC1=CC=C(C=C1)NC(=O)C=1CCCC2=C(C1)C=C(C=C2)C2=CC=C(C=C2)N2CCCCC2)C (dimethyl-(N-(2-(4-piperidinophenyl)-6,7-dihydro-5 H-benzocycloheptene-8-carbonyl)-4-aminobenzyl)-4-tetrahydropyranylammonium iodide). As a reaction SMILES: [N:1]1([C:7]2[CH:12]=[CH:11][C:10]([C:13]3[CH:14]=[CH:15][C:16]4[CH2:22][CH2:21][CH2:20][C:19]([C:23]([NH:25][C:26]5[CH:31]=[CH:30][C:29]([CH2:32][N:33]([CH:35]6[CH2:40][CH2:39][O:38][CH2:37][CH2:36]6)[CH3:34])=[CH:28][CH:27]=5)=[O:24])=[CH:18][C:17]=4[CH:41]=3)=[CH:9][CH:8]=2)[CH2:6][CH2:5][CH2:4][CH2:3][CH2:2]1.[CH3:42][I:43]>CN(C)C=O>[I-:43].[CH3:34][N+:33]([CH3:42])([CH2:32][C:29]1[CH:28]=[CH:27][C:26]([NH:25][C:23]([C:19]2[CH2:20][CH2:21][CH2:22][C:16]3[CH:15]=[CH:14][C:13]([C:10]4[CH:9]=[CH:8][C:7]([N:1]5[CH2:2][CH2:3][CH2:4][CH2:5][CH2:6]5)=[CH:12][CH:11]=4)=[CH:41][C:17]=3[CH:18]=2)=[O:24])=[CH:31][CH:30]=1)[CH:35]1[CH2:36][CH2:37][O:38][CH2:39][CH2:40]1 |f:3.4|. Reported procedure: A solution of 2-(4-piperidinophenyl)-N-(4-((N-tetrahydropyran-4-yl-N-methylamino)methyl)phenyl)-6,7-dihydro-5 H-benzocycloheptene-8-carboxamide (0.2 g) and methyl iodide (0.025 ml) in dimethylformamide (10 ml) was stirred at room temperature over night. The solvent was evaporated, and the residue was purified with silica gel column (chloroform/methanol) to give crude crystals, which were recrystallized from ethanol-hexane to give dimethyl-(N-(2-(4-piperidinophenyl)-6,7-dihydro-5 H-benzocyclohept... Starting materials: Cl (HCl), ClC1=NC(=CC(=C1[N+](=O)[O-])NC1=NC=CC=C1)C (N-(2-chloro-6-methyl-3-nitropyridin-4-yl)pyridin-2-amine), C(C)(=O)O (acetic acid). Reagents/catalysts: [Zn] (zinc). The solvent is O1CCOCC1 (dioxane), CO (methanol). Product: CC1=CC(=C(C=N1)N)NC1=NC=CC=C1 (6-Methyl-N4-(pyridin-2-yl)pyridine-3,4-diamine). Reaction SMILES: Cl[C:2]1[C:7]([N+:8]([O-])=O)=[C:6]([NH:11][C:12]2[CH:17]=[CH:16][CH:15]=[CH:14][N:13]=2)[CH:5]=[C:4]([CH3:18])[N:3]=1.C(O)(=O)C.Cl>CO.O1CCOCC1.[Zn]>[CH3:18][C:4]1[N:3]=[CH:2][C:7]([NH2:8])=[C:6]([NH:11][C:12]2[CH:17]=[CH:16][CH:15]=[CH:14][N:13]=2)[CH:5]=1. Procedure: To a solution of N-(2-chloro-6-methyl-3-nitropyridin-4-yl)pyridin-2-amine (860 mg, 3.25 mmol) in methanol (30 mL) was added zinc powder (2.12 g, 32.49 mmol) and acetic acid (0.93 mL, 16.25 mmol). The reaction was heated to reflux and stirred for 2 h after which time 4M HCl in dioxane was added (4.0 mL, 16.0 mmol). After stirring at reflux overnight, the zinc was filtered off and the filtrate was concentrated. The residue was dissolved in CH2Cl2 (100 mL) and IPA (10 mL) and 5% Na2CO3 (aq) was add...